describe an organic reaction: reactants, conditions, products, and yield From a dataset of the Open Reaction Database (ORD), a public repository of structured organic reaction records. Reactants: C(CCC)O[Na] (n-BuONa), O.NN (hydrazine hydrate), C(C=C)#N (2-propenenitrile), C(C1=CC=CC=C1)=O (benzaldehyde). Solvent: C(C)O (ethanol), O (water). Reaction conditions: time 2 hour. Product: C1(=CC=CC=C1)CN1N=CC=C1N (1-(Phenylmethyl)-1H-pyrazol-5-amine). As a reaction SMILES: O.[NH2:2][NH2:3].[C:4](#[N:7])[CH:5]=[CH2:6].[CH:8](=O)[C:9]1[CH:14]=[CH:13][CH:12]=[CH:11][CH:10]=1.C(O[Na])CCC>O.C(O)C>[C:9]1([CH2:8][N:2]2[C:4]([NH2:7])=[CH:5][CH:6]=[N:3]2)[CH:14]=[CH:13][CH:12]=[CH:11][CH:10]=1 |f:0.1|. Procedure: A solution of hydrazine hydrate (14.55 mL, 300 mmol) and ethanol (75 mL) was cooled in an ice water bath and then 2-propenenitrile (15.3 g, 288 mmol) was added dropwise. After stirring at room temperature for 2 h, benzaldehyde (31.8 g, 300 mmol) was added dropwise and the reaction mixture was allowed to stir at room temperature for 2 d. The solvent was removed under reduced pressure. The crude oil was cooled in an ice/water bath followed by dropwise addition of a n-BuONa solution (Na 6.9 g, (300... Starting materials: [H-].[Na+] (sodium hydride), CN(C1CCC(CC1)NC(OCC1=CC=CC=C1)=O)C (benzyl N-[4-(dimethylamino)cyclohexyl]carbamate), ICCO (2-iodoethan-1-ol). Solvent: O1CCCC1 (tetrahydrofuran), O1CCCC1 (tetrahydrofuran). Run at temperature 2.5 celsius. The product is CN(C1CCC(CC1)N(C(OCC1=CC=CC=C1)=O)CCO)C (benzyl N-[4-(dimethylamino)cyclohexyl]-N-(2-hydroxyethyl)carbamate). Isolated yield 150.9%. Reaction SMILES: [CH3:1][N:2]([CH3:20])[CH:3]1[CH2:8][CH2:7][CH:6]([NH:9][C:10](=[O:19])[O:11][CH2:12][C:13]2[CH:18]=[CH:17][CH:16]=[CH:15][CH:14]=2)[CH2:5][CH2:4]1.[H-].[Na+].I[CH2:24][CH2:25][OH:26]>O1CCCC1>[CH3:1][N:2]([CH3:20])[CH:3]1[CH2:8][CH2:7][CH:6]([N:9]([CH2:24][CH2:25][OH:26])[C:10](=[O:19])[O:11][CH2:12][C:13]2[CH:14]=[CH:15][CH:16]=[CH:17][CH:18]=2)[CH2:5][CH2:4]1 |f:1.2|. Procedure details: To a 100-mL 3-necked round-bottom flask purged and maintained with an inert atmosphere of nitrogen was added a solution of benzyl N-[4-(dimethylamino)cyclohexyl]carbamate (2 g, 7.24 mmol, 1.00 equiv) in tetrahydrofuran (20 mL). This was followed by the addition of a solution of sodium hydride (320 mg 60% W/W, 7.971 mmol, 1.1 equiv) in tetrahydrofuran (10 mL) dropwise with stirring at 0-5° C. The resulting solution was stirred for 2 h at room temperature. To this was added 2-iodoethan-1-ol (2.5 g... The reactants are CCCCCC (hexane), [Br-] (bromide), C(C=1C(O)=CC=CC1)=O (salicylaldehyde), C([O-])([O-])=O.[K+].[K+] (potassium carbonate). The solvent is CN(C=O)C (dimethylformamide). Run at temperature 100 celsius. Product: C1(=CC=CC=C1)CCCCCCOC1=C(C=O)C=CC=C1 (2-(6-Phenylhexyloxy)benzaldehyde). RXN SMILES: [Br-].[CH:2](=[O:10])[C:3]1[C:4](=[CH:6][CH:7]=[CH:8][CH:9]=1)[OH:5].C(=O)([O-])[O-].[K+].[K+].[CH3:17][CH2:18][CH2:19][CH2:20][CH2:21][CH3:22]>CN(C)C=O>[C:19]1([CH2:6][CH2:4][CH2:3][CH2:9][CH2:8][CH2:7][O:5][C:4]2[CH:6]=[CH:7][CH:8]=[CH:9][C:3]=2[CH:2]=[O:10])[CH:18]=[CH:17][CH:22]=[CH:21][CH:20]=1 |f:2.3.4|. Reported procedure: A solution of 6-phenylhexanoic acid (19.8 mmoles) in sieve dried tetrahydrofuran (5 ml) was reduced with diborane in tetrahydrofuran (30 ml, 29.1 mmoles) at 0° C. for 4 hours to give 6-phenylhexanol. To an ice cold solution of the hexanol (ca. 19.8 mmoles) and carbon tetrabromide (21.98 mmoles) in methylene chloride (50 ml) was added triphenylphosphine (22.30 mmoles) in methylene chloride (50 ml) and the resulting solution was stirred for 2.5 hours. The volatiles were evaporated and the residue ... The reactants are COC(=O)c1cc(OCCCOC2CCCCO2)cc(C(C)(C)C)c1, C1CCOC1, CO, ClCCl, [Li+], [OH-]. Yields the product CC(C)(C)c1cc(OCCCOC2CCCCO2)cc(C(=O)O)c1. RXN SMILES: [C:1]([CH3:2])([CH3:3])([CH3:4])[c:5]1[cH:6][c:7]([C:8](=[O:9])[O:10][CH3:11])[cH:12][c:13]([O:15][CH2:16][CH2:17][CH2:18][O:19][CH:20]2[O:21][CH2:22][CH2:23][CH2:24][CH2:25]2)[cH:14]1.[CH2:33]1[O:34][CH2:35][CH2:36][CH2:37]1.[CH3:31][OH:32].[Cl:28][CH2:29][Cl:30].[Li+:26].[OH-:27]>>[C:1]([CH3:2])([CH3:3])([CH3:4])[c:5]1[cH:6][c:7]([C:8](=[O:9])[OH:10])[cH:12][c:13]([O:15][CH2:16][CH2:17][CH2:18][O:19][CH:20]2[O:21][CH2:22][CH2:23][CH2:24][CH2:25]2)[cH:14]1. Reactants: NCCCN(CC(=O)NCCC1=CC2=C(OCO2)C=C1)C1=NC(=NC(=C1)C)N1C=NC=C1 (2-[(3-aminopropyl)[2-(1H-imidazol-1-yl)-6-methyl-4-pyrimidinyl]amino]-N-[2-(1,3-benzodioxol-5-yl)ethyl]acetamide), C(C)(=O)OC(C)=O (acetic anhydride). Run in N1=CC=CC=C1 (pyridine). Reaction conditions: time 16 hour. Product: C(C)(=O)NCCCN(CC(=O)NCCC1=CC2=C(OCO2)C=C1)C1=NC(=NC(=C1)C)N1C=NC=C1 (2-[[3-(acetylamino)propyl][2-(1H-imidazol-1-yl)-6-methyl-4-pyrimidinyl]amino]-N-[2-(1,3-benzodioxol-5-yl)ethyl]acetamide). Isolated yield 41.7%. RXN SMILES: [NH2:1][CH2:2][CH2:3][CH2:4][N:5]([C:21]1[CH:26]=[C:25]([CH3:27])[N:24]=[C:23]([N:28]2[CH:32]=[CH:31][N:30]=[CH:29]2)[N:22]=1)[CH2:6][C:7]([NH:9][CH2:10][CH2:11][C:12]1[CH:20]=[CH:19][C:15]2[O:16][CH2:17][O:18][C:14]=2[CH:13]=1)=[O:8].[C:33](OC(=O)C)(=[O:35])[CH3:34]>N1C=CC=CC=1>[C:33]([NH:1][CH2:2][CH2:3][CH2:4][N:5]([C:21]1[CH:26]=[C:25]([CH3:27])[N:24]=[C:23]([N:28]2[CH:32]=[CH:31][N:30]=[CH:29]2)[N:22]=1)[CH2:6][C:7]([NH:9][CH2:10][CH2:11][C:12]1[CH:20]=[CH:19][C:15]2[O:16][CH2:17][O:18][C:14]=2[CH:13]=1)=[O:8])(=[O:35])[CH3:34]. Procedure: To 2-[(3-aminopropyl)[2-(1H-imidazol-1-yl)-6-methyl-4-pyrimidinyl]amino]-N-[2-(1,3-benzodioxol-5-yl)ethyl]acetamide (0.3 g, 0.7 mmol) (a compound of formula (Yc6)) dissolved in pyridine (5 mL) was added acetic anhydride (0.10 mL, 1.0 mmol). After stirring for 16 hours, the reaction was partitioned with ethyl acetate and water. The organic layer was separated, washed with water and brine, dried (Na2SO4), and the solvent was removed in vacuo. Chromatography on silica with CH2Cl2 gave 0.14 g of 2-[... The reactants are C(C)(C)(C)OC(=O)N1[C@@H](CC1)CO (1-t-butyloxycarbonyl-2-(S)-azetidinemethanol), ClC1=NC=C(C=C1)O (2-chloro-5-hydroxypyridine), C1(=CC=CC=C1)P(C1=CC=CC=C1)C1=CC=CC=C1 (triphenylphosphine), CCOC(=O)/N=N/C(=O)OCC (DEAD). Solvent: C1CCOC1 (THF). Yields the product C(C)(C)(C)OC(=O)N1[C@@H](CC1)COC=1C=NC(=CC1)Cl (3-(1-t-butyloxycarbonyl-(2S)-azetidinylmethoxy)-6-chloropyridine). As a reaction SMILES: [C:1]([O:5][C:6]([N:8]1[CH2:11][CH2:10][C@H:9]1[CH2:12][OH:13])=[O:7])([CH3:4])([CH3:3])[CH3:2].[Cl:14][C:15]1[CH:20]=[CH:19][C:18](O)=[CH:17][N:16]=1.C1(P(C2C=CC=CC=2)C2C=CC=CC=2)C=CC=CC=1.CCOC(/N=N/C(OCC)=O)=O>C1COCC1>[C:1]([O:5][C:6]([N:8]1[CH2:11][CH2:10][C@H:9]1[CH2:12][O:13][C:18]1[CH:17]=[N:16][C:15]([Cl:14])=[CH:20][CH:19]=1)=[O:7])([CH3:4])([CH3:3])[CH3:2]. Reported procedure: A 950 mg (5.1 mmol) sample of 1-t-butyloxycarbonyl-2-(S)-azetidinemethanol, prepared as in Example 7c above, and 550 mg (4.25 mmol) of 2-chloro-5-hydroxypyridine (Example 1g above) were added to a solution of triphenylphosphine and DEAD (5.1 mmol each) in 20 mL of THF, according to the procedure of Example 12a, to give 1.09 g of 3-(1-t-butyloxycarbonyl-(2S)-azetidinylmethoxy)-6-chloropyridine: [α]D25 -67.3 (c 1.1, CHCl3); 1H NMR (DMSO-d6, 300 MHz) δ 8.14 (d, J=3.3 Hz, 1H), 7.48 (dd, J=8.8, 3.3 H... The reactants are Cl (hydrochloric acid), NC1=NC(=C(C2=C1N=C(N2CCCNC(C)=O)C)C)C (N-[3-(4-amino-2,6,7-trimethyl-1H-imidazo[4,5-c]pyridin-1-yl)propyl]acetamide), Cl (hydrochloric acid). Solvent: C(C)O (Ethanol), C(C)O (ethanol). Conditions: time 2 day. Product: NCCCN1C(=NC=2C(=NC(=C(C21)C)C)N)C (1-(3-aminopropyl)-2,6,7-trimethyl-1H-imidazo[4,5-c]pyridin-4-amine). Yield: 62.3%. As a reaction SMILES: Cl.[NH2:2][C:3]1[C:8]2[N:9]=[C:10]([CH3:19])[N:11]([CH2:12][CH2:13][CH2:14][NH:15]C(=O)C)[C:7]=2[C:6]([CH3:20])=[C:5]([CH3:21])[N:4]=1>C(O)C>[NH2:15][CH2:14][CH2:13][CH2:12][N:11]1[C:7]2[C:6]([CH3:20])=[C:5]([CH3:21])[N:4]=[C:3]([NH2:2])[C:8]=2[N:9]=[C:10]1[CH3:19]. Reported procedure: Concentrated hydrochloric acid (5 mL) was slowly added to a solution of N-[3-(4-amino-2,6,7-trimethyl-1H-imidazo[4,5-c]pyridin-1-yl)propyl]acetamide (15.94 g, 57.9 mmol) in absolute ethanol (100 mL). A precipitate formed immediately and the mixture thickened. Ethanol (50 mL) was added followed by the addition of concentrated hydrochloric acid (119.5 mL). The reaction mixture was heated at reflux for 2 days. The solvents were removed under reduced pressure. Water (250 mL) was added to the residue...